This data is from the Open Reaction Database (ORD), a public repository of structured organic reaction records. The task is: describe an organic reaction: reactants, conditions, products, and yield The reactants are Cl.Cl.NC(C(=O)O)CC1=CC=C2C=CN=C(C2=C1)N (2-Amino-3-(1-amino-7-isoquinolinyl]propionic acid dihydrochloride), Cl.Cl.COC(C(CC=1C=C2C=CN=C(C2=CC1)N)N)=O (2-Amino-3-(1-amino-6-isoquinolinyl)propionic acid methyl ester dihydrochloride). Yields the product Cl.Cl.COC(C(CC1=CC=C2C=CN=C(C2=C1)N)N)=O (2-Amino-3-(1-amino-7-isoquinolinyl)propionic acid methyl ester dihydrochloride). As a reaction SMILES: [ClH:1].Cl.[NH2:3][CH:4]([CH2:8][C:9]1[CH:18]=[C:17]2[C:12]([CH:13]=[CH:14][N:15]=[C:16]2[NH2:19])=[CH:11][CH:10]=1)[C:5]([OH:7])=[O:6].Cl.Cl.[CH3:22]OC(=O)C(N)CC1C=C2C(=CC=1)C(N)=NC=C2>>[ClH:1].[ClH:1].[CH3:22][O:6][C:5](=[O:7])[CH:4]([NH2:3])[CH2:8][C:9]1[CH:18]=[C:17]2[C:12]([CH:13]=[CH:14][N:15]=[C:16]2[NH2:19])=[CH:11][CH:10]=1 |f:0.1.2,3.4.5,6.7.8|. Procedure details: Compound 37i was prepared from 37h using the procedure described for 1j. 1H-NMR 200 MHz (CD3OD) δ: 3.38-3.60 (2H, m), 3.80 (3H, s), 4.52 (1H, t, J=7 Hz), 7.25 (1H, dd, J=7 Hz and J=1 Hz), 7.59 (1H, d, J=7 Hz), 7.87-7.99 (2H, m), 8.48 (1H, br.s). The reactants are esters, C[C@]1(N(CCC1)CC1=CC=C(C=C1)C(F)(F)F)C(=O)NC1(CC1)C1=CC=C(C(=O)OC)C=C1 ((R)-methyl 4-(1-(2-methyl-1-(4-(trifluoromethyl)benzyl)pyrrolidine-2-carboxamido)cyclopropyl)benzoate), O[Li].O (LiOH H2O). Product: C[C@]1(N(CCC1)CC1=CC=C(C=C1)C(F)(F)F)C(=O)NC1(CC1)C1=CC=C(C(=O)O)C=C1 ((R)-4-(1-(2-methyl-1-(4-(trifluoromethyl)benzyl)pyrrolidine-2-carboxamido)cyclopropyl)benzoic acid). The yield is 88.9%. Reaction SMILES: [CH3:1][C@:2]1([C:18]([NH:20][C:21]2([C:24]3[CH:33]=[CH:32][C:27]([C:28]([O:30]C)=[O:29])=[CH:26][CH:25]=3)[CH2:23][CH2:22]2)=[O:19])[CH2:6][CH2:5][CH2:4][N:3]1[CH2:7][C:8]1[CH:13]=[CH:12][C:11]([C:14]([F:17])([F:16])[F:15])=[CH:10][CH:9]=1.O[Li].O>>[CH3:1][C@:2]1([C:18]([NH:20][C:21]2([C:24]3[CH:25]=[CH:26][C:27]([C:28]([OH:30])=[O:29])=[CH:32][CH:33]=3)[CH2:22][CH2:23]2)=[O:19])[CH2:6][CH2:5][CH2:4][N:3]1[CH2:7][C:8]1[CH:9]=[CH:10][C:11]([C:14]([F:17])([F:15])[F:16])=[CH:12][CH:13]=1 |f:1.2|. Reported procedure: The title compound (E43) (11.2 mg) was prepared according to the general procedure for esters hydrolysis (Method D) starting from (R)-methyl 4-(1-(2-methyl-1-(4-(trifluoromethyl)benzyl)pyrrolidine-2-carboxamido)cyclopropyl)benzoate (D159) (13 mg). (LiOH H2O: 4 eq; reaction time: 18 hrs). Reactants: BrC=1C=C2C=NN(C2=CC1)CCN1CCCC1 (5-bromo-1-(2-(pyrrolidin-1-yl)ethyl)-1H-indazole), ClC1=CC=C(C=C1)C1=CC=2C(NC=CC2O1)=O (2-(4-chlorophenyl)-5H-furo[3,2-c]pyridine-4-one), C(=O)([O-])[O-].[Cs+].[Cs+] (Cs2CO3), CN[C@H]1[C@@H](CCCC1)NC (trans-1,2-bis(methylamino) cyclohexane). Reagents/catalysts: [Cu]I (CuI). Run in CN1CCCC1=O (NMP). Run at temperature 110 celsius, time 48 hour. Product: ClC1=CC=C(C=C1)C1=CC=2C(N(C=CC2O1)C=1C=C2C=NN(C2=CC1)CCN1CCCC1)=O (2-(4-Chlorophenyl)-5-(1-(2-(pyrrolidine-1-yl)ethyl)-1H-indazol-5-yl)furo[3,2-c]pyridine-4(5H)-one). Yield: 1.4%. RXN SMILES: Br[C:2]1[CH:3]=[C:4]2[C:8](=[CH:9][CH:10]=1)[N:7]([CH2:11][CH2:12][N:13]1[CH2:17][CH2:16][CH2:15][CH2:14]1)[N:6]=[CH:5]2.[Cl:18][C:19]1[CH:24]=[CH:23][C:22]([C:25]2[O:33][C:32]3[CH:31]=[CH:30][NH:29][C:28](=[O:34])[C:27]=3[CH:26]=2)=[CH:21][CH:20]=1.C([O-])([O-])=O.[Cs+].[Cs+].CN[C@@H]1CCCC[C@H]1NC>CN1C(=O)CCC1.[Cu]I>[Cl:18][C:19]1[CH:20]=[CH:21][C:22]([C:25]2[O:33][C:32]3[CH:31]=[CH:30][N:29]([C:2]4[CH:3]=[C:4]5[C:8](=[CH:9][CH:10]=4)[N:7]([CH2:11][CH2:12][N:13]4[CH2:17][CH2:16][CH2:15][CH2:14]4)[N:6]=[CH:5]5)[C:28](=[O:34])[C:27]=3[CH:26]=2)=[CH:23][CH:24]=1 |f:2.3.4|. Reported procedure: A solution of 5-bromo-1-(2-(pyrrolidin-1-yl)ethyl)-1H-indazole (0.349 g, 1.18 mmol) in NMP (3.3 mL) was added to 2-(4-chlorophenyl)-5H-furo[3,2-c]pyridine-4-one (0.347 g, 1.41 mmol), Cs2CO3 (0.768 g, 2.36 mmol), trans-1,2-bis(methylamino) cyclohexane (0.035 mL, 0.236 mmol) and CuI (0.269 g, 1.41 mmol) and deoxygenated with argon for 30 minutes. After stirring at 110° C. for 48 hours, the reaction mixture was cooled and diluted with CH2Cl2 (10 mL) and water (10 mL) and extracted with CH2Cl2 (4×50... Reactants: ClC1=CC=C(CN2C(=NC=3N(C(N(C(C23)=O)CC2=CC=C(C=C2)OC)=O)C)CCCOC2=CC(=CC=C2)OC(F)(F)F)C=C1 (7-(4-chlorobenzyl)-1-(4-methoxybenzyl)-3-methyl-8-(3-(3-(trifluoromethoxy)phenoxy)propyl)-1H-purine-2,6(3H,7H)-dione), C(=O)(C(F)(F)F)O (TFA), FC(S(=O)(=O)O)(F)F (trifluoromethanesulfonic acid). The solvent is C(Cl)Cl (DCM). Run at temperature 0 celsius, time 10 minute. The product is ClC1=CC=C(CN2C(=NC=3N(C(NC(C23)=O)=O)C)CCCOC2=CC(=CC=C2)OC(F)(F)F)C=C1 (7-(4-chlorobenzyl)-3-methyl-8-(3-(3-(trifluoromethoxy)phenoxy)propyl)-1H-purine-2,6(3H,7H)-dione). Yield: 77.7%. RXN SMILES: [Cl:1][C:2]1[CH:44]=[CH:43][C:5]([CH2:6][N:7]2[C:15]3[C:14](=[O:16])[N:13](CC4C=CC(OC)=CC=4)[C:12](=[O:26])[N:11]([CH3:27])[C:10]=3[N:9]=[C:8]2[CH2:28][CH2:29][CH2:30][O:31][C:32]2[CH:37]=[CH:36][CH:35]=[C:34]([O:38][C:39]([F:42])([F:41])[F:40])[CH:33]=2)=[CH:4][CH:3]=1.C(O)(C(F)(F)F)=O.FC(F)(F)S(O)(=O)=O>C(Cl)Cl>[Cl:1][C:2]1[CH:3]=[CH:4][C:5]([CH2:6][N:7]2[C:15]3[C:14](=[O:16])[NH:13][C:12](=[O:26])[N:11]([CH3:27])[C:10]=3[N:9]=[C:8]2[CH2:28][CH2:29][CH2:30][O:31][C:32]2[CH:37]=[CH:36][CH:35]=[C:34]([O:38][C:39]([F:42])([F:40])[F:41])[CH:33]=2)=[CH:43][CH:44]=1. Procedure details: To a solution of 7-(4-chlorobenzyl)-1-(4-methoxybenzyl)-3-methyl-8-(3-(3-(trifluoromethoxy)phenoxy)propyl)-1H-purine-2,6(3H,7H)-dione (105 mg, 0.167 mmol) in DCM (4 mL) was added TFA (1 mL) dropwise followed by trifluoromethanesulfonic acid (0.25 mL) at 0° C. The reaction was stirred at 0° C. for 10 min, then at room temperature for 16 h. The reaction was quenched with saturated sodium bicarbonate and extracted with DCM. The organic phase was washed with water, dried over sodium sulfate, and con... The product is CC(C)(C)OC(=O)N1CCN(CCF)CC1. RXN SMILES: [Br:14][CH2:15][CH2:16][F:17].[C:1](=[O:2])([O:3][C:4]([CH3:5])([CH3:6])[CH3:7])[N:8]1[CH2:9][CH2:10][NH:11][CH2:12][CH2:13]1.[CH3:27][C:28]#[N:29].[CH:18]([N:19]([CH2:20][CH3:21])[CH:22]([CH3:23])[CH3:24])([CH3:25])[CH3:26]>>[C:1](=[O:2])([O:3][C:4]([CH3:5])([CH3:6])[CH3:7])[N:8]1[CH2:9][CH2:10][N:11]([CH2:15][CH2:16][F:17])[CH2:12][CH2:13]1. Starting materials: FCCBr, CC(C)(C)OC(=O)N1CCNCC1, CC#N, CCN(C(C)C)C(C)C. Reactants: O=C([O-])[O-], Cc1ccc(C#N)c([N+](=O)[O-])c1, [Cs+], [Cs+], CN(C)C=O, O, O=Cc1cccc(O)c1. Product: Cc1ccc(C#N)c(Oc2cccc(C=O)c2)c1. As a reaction SMILES: [C:22](=[O:23])([O-:24])[O-:25].[CH3:1][c:2]1[cH:3][c:4]([N+:10]([O-:11])=[O:12])[c:5]([C:6]#[N:7])[cH:8][cH:9]1.[Cs+:26].[Cs+:27].[O:29]=[CH:30][N:31]([CH3:32])[CH3:33].[OH2:28].[OH:13][c:14]1[cH:15][c:16]([CH:17]=[O:18])[cH:19][cH:20][cH:21]1>>[CH3:1][c:2]1[cH:3][c:4]([O:13][c:14]2[cH:15][c:16]([CH:17]=[O:18])[cH:19][cH:20][cH:21]2)[c:5]([C:6]#[N:7])[cH:8][cH:9]1. Starting materials: C1(=CC=CC=C1)\C=C/C1=CC=CC=C1 (cis-stilbene), C1(=CC=CC=C1)\C=C\C1=CC=CC=C1 (trans-stilbene), C1(=CC=CC=C1)CCC1=CC=CC=C1 (1,2-diphenylethane). The reagents and catalysts are [Pd] (palladium). Run in C(C)O (ethanol). Conditions: time 3 hour. The product is C1(=CC=CC=C1)C#CC1=CC=CC=C1 (Diphenylacetylene). As a reaction SMILES: [C:1]1(/[CH:7]=[CH:8]\[C:9]2[CH:14]=[CH:13][CH:12]=[CH:11][CH:10]=2)[CH:6]=[CH:5][CH:4]=[CH:3][CH:2]=1.C1(/C=C/C2C=CC=CC=2)C=CC=CC=1.C1(CCC2C=CC=CC=2)C=CC=CC=1>[Pd].C(O)C>[C:1]1([C:7]#[C:8][C:9]2[CH:10]=[CH:11][CH:12]=[CH:13][CH:14]=2)[CH:6]=[CH:5][CH:4]=[CH:3][CH:2]=1. Procedure details: The relevant reactions are shown in equations below. the first step, hydrogenation of the triple bond to form an olefin, can give two isomeric products, designated cis or trans depending on the orientation of the substituents about the double bond. These molecules can be further hydrogenated to the saturated product as also shown in such equations ##STR5## The palladium-loaded pyridyl catalyst of Example 6 hydrogenated diphenylacetylene under only 50 psig pressure of H2 : an ethanol solution of ...